Dataset: the Open Reaction Database (ORD), a public repository of structured organic reaction records. Task: describe an organic reaction: reactants, conditions, products, and yield Reported procedure: 102 mg of 2-{1 (S)-tert-butoxycarbonylamino-3(S)-isopropyl-4-[4-methoxy-3-(3-methoxypropyloxy)-phenyl]-butyl}-4(R)-methyl-tetrahydrofuran-5-one (Example 105e) and 0.5 g of N-(2-aminoethyl)-4-hydroxypiperidine are stirred for 2 hours at 80° C. The reaction mixture is purified by means of FC (60 g of silica gel, dichloromethane/methanol=4:1). The title compound is obtained:Rf (dichloromethane/methanol=4:1)=0.16. The product is OC1CCN(CC1)CCNC([C@@H](C[C@@H]([C@H](C[C@H](CC1=CC(=C(C=C1)OC)OCCCOC)C(C)C)NC(=O)OC(C)(C)C)O)C)=O (5(S)-Tert-butoxycarbonylamino-4(S)-hydroxy-7(S)-isopropyl-2(R)-methyl-8-[4-methoxy-3-(3-methoxypropyloxy)-phenyl]-octanoic acid N-[2-(4-hydroxypiperidin-1-yl)-ethyl]-amide). The reactants are C(C)(C)(C)OC(=O)N[C@@H](C[C@H](CC1=CC(=C(C=C1)OC)OCCCOC)C(C)C)C1OC([C@@H](C1)C)=O (2-{1 (S)-tert-butoxycarbonylamino-3(S)-isopropyl-4-[4-methoxy-3-(3-methoxypropyloxy)-phenyl]-butyl}-4(R)-methyl-tetrahydrofuran-5-one), NCCN1CCC(CC1)O (N-(2-aminoethyl)-4-hydroxypiperidine). Reaction SMILES: [C:1]([O:5][C:6]([NH:8][C@H:9]([CH:30]1[CH2:34][C@@H:33]([CH3:35])[C:32](=[O:36])[O:31]1)[CH2:10][C@@H:11]([CH:27]([CH3:29])[CH3:28])[CH2:12][C:13]1[CH:18]=[CH:17][C:16]([O:19][CH3:20])=[C:15]([O:21][CH2:22][CH2:23][CH2:24][O:25][CH3:26])[CH:14]=1)=[O:7])([CH3:4])([CH3:3])[CH3:2].[NH2:37][CH2:38][CH2:39][N:40]1[CH2:45][CH2:44][CH:43]([OH:46])[CH2:42][CH2:41]1>>[OH:46][CH:43]1[CH2:44][CH2:45][N:40]([CH2:39][CH2:38][NH:37][C:32](=[O:36])[C@H:33]([CH3:35])[CH2:34][C@H:30]([OH:31])[C@@H:9]([NH:8][C:6]([O:5][C:1]([CH3:3])([CH3:4])[CH3:2])=[O:7])[CH2:10][C@@H:11]([CH:27]([CH3:29])[CH3:28])[CH2:12][C:13]2[CH:18]=[CH:17][C:16]([O:19][CH3:20])=[C:15]([O:21][CH2:22][CH2:23][CH2:24][O:25][CH3:26])[CH:14]=2)[CH2:41][CH2:42]1. Reactants: C(C)OC(=O)C1=CN(CC(C2=C1NC=1C=C(C=CC21)OCCCO)(C)C)C(C2=CC(=C(C=C2)F)F)=O (3-(3,4-difluoro-benzoyl)-1,1-dimethyl-8-(3-hydroxy-propoxy)-1,2,3,6-tetrahydroazepino[4,5-b]indole-5-carboxylic acid ethyl ester), C(C)OC(=O)C1=CN(CC(C2=C1NC=1C=C(C=CC21)O)(C)C)C(C2=CC=C(C=C2)F)=O (3-(4-fluorobenzoyl)-8-hydroxy-1,1-dimethyl-1,2,3,6-tetrahydroazepino[4,5-b]-indole-5-carboxylic acid ethyl ester), C(C)(C)N(CC)C(C)C (diisopropylethylamine), BrCCCO (3-bromo-1-propanol). Run in C(C)#N (acetonitrile). Reaction conditions: temperature 75 celsius, time 10 hour. Product: C(C)OC(=O)C1=CN(CC(C2=C1NC=1C=C(C=CC21)OCC(N)=O)(C)C)C(C2=CC=C(C=C2)F)=O (8-carbamoylmethoxy-3-(4-fluorobenzoyl)-1,1-dimethyl-1,2,3,6-tetrahydroazepino[4,5-b]indole-5-carboxylic acid ethyl ester). RXN SMILES: [CH2:1]([O:3][C:4]([C:6]1[C:12]2[NH:13][C:14]3[CH:15]=[C:16]([O:20]CCCO)[CH:17]=[CH:18][C:19]=3[C:11]=2[C:10]([CH3:26])([CH3:25])[CH2:9][N:8]([C:27](=[O:36])[C:28]2[CH:33]=[CH:32][C:31]([F:34])=[C:30](F)[CH:29]=2)[CH:7]=1)=[O:5])[CH3:2].C(OC(C1C2NC3C=C(O)C=CC=3C=2C(C)(C)C[N:44]([C:59](=[O:67])[C:60]2C=CC(F)=CC=2)C=1)=O)C.C(N(C(C)C)CC)(C)C.BrCCCO>C(#N)C>[CH2:1]([O:3][C:4]([C:6]1[C:12]2[NH:13][C:14]3[CH:15]=[C:16]([O:20][CH2:60][C:59](=[O:67])[NH2:44])[CH:17]=[CH:18][C:19]=3[C:11]=2[C:10]([CH3:26])([CH3:25])[CH2:9][N:8]([C:27](=[O:36])[C:28]2[CH:33]=[CH:32][C:31]([F:34])=[CH:30][CH:29]=2)[CH:7]=1)=[O:5])[CH3:2]. Reported procedure: To prepare 3-(3,4-difluoro-benzoyl)-1,1-dimethyl-8-(3-hydroxy-propoxy)-1,2,3,6-tetrahydroazepino[4,5-b]indole-5-carboxylic acid ethyl ester, a mixture of 3-(4-fluorobenzoyl)-8-hydroxy-1,1-dimethyl-1,2,3,6-tetrahydroazepino[4,5-b]-indole-5-carboxylic acid ethyl ester (46 mg, 0.11 mmol), diisopropylethylamine (0.5 mL), and 3-bromo-1-propanol (1.4 mL) in dry acetonitrile (1 mL) was stirred at 75° C. for 10 hours. The solvent was removed in vacuo, and the residue was purified by preparative reverse-... Reactants: ClC1=CC=C(C=C1)NC1CNCC1 (N-(4-chlorophenyl)-3-pyrrolidinamine), O1C(C1)COC1=C(C=CC=C1)NC(C)=O (N-[2-(2-oxiranylmethoxy)phenyl]acetamide), C(=O)([O-])[O-].[K+].[K+] (K2CO3). Solvent: C(C)O (ethanol). Reaction conditions: temperature 65 celsius, time 2.5 hour. Product: ClC1=CC=C(NC2CN(CC2)CC(COC2=C(C=CC=C2)NC(C)=O)O)C=C1 (N-(2-{3-[3-(4-Chloroanilino)-1-pyrrolidinyl]-2-hydroxypropoxy}phenyl)acetamide). Isolated yield 39.6%. RXN SMILES: [Cl:1][C:2]1[CH:7]=[CH:6][C:5]([NH:8][CH:9]2[CH2:13][CH2:12][NH:11][CH2:10]2)=[CH:4][CH:3]=1.[O:14]1[CH2:16][CH:15]1[CH2:17][O:18][C:19]1[CH:24]=[CH:23][CH:22]=[CH:21][C:20]=1[NH:25][C:26](=[O:28])[CH3:27].C([O-])([O-])=O.[K+].[K+]>C(O)C>[Cl:1][C:2]1[CH:3]=[CH:4][C:5]([NH:8][CH:9]2[CH2:13][CH2:12][N:11]([CH2:16][CH:15]([OH:14])[CH2:17][O:18][C:19]3[CH:24]=[CH:23][CH:22]=[CH:21][C:20]=3[NH:25][C:26](=[O:28])[CH3:27])[CH2:10]2)=[CH:6][CH:7]=1 |f:2.3.4|. Procedure details: A mixture of N-(4-chlorophenyl)-3-pyrrolidinamine (2xCF3COOH), (186 mg, 0.438 mmol), N-[2-(2-oxiranylmethoxy)phenyl]acetamide (91 mg, 0.438 mmol) and K2CO3 (200 mg) in ethanol (6 mL) was kept on stirring at 65° C. for 2.5 h. The volatiles were removed in vacuo. The residue was partitioned between ethyl acetate and aq. NH4Cl solution. The organic layer was washed with water, dried over Na2SO4, filtered and concentrated. The residue was purified by flash chromatography (0-3% MeOH in CHCl3) to give... Reactants: CC(=C[C@@H](CC(=O)OC)C1=CC=C(C=C1)OCC1=CC=2C(CCC(C2C=C1)(C)C)(C)C)C ((R)-Methyl 5-methyl-3-(4-((5,5,8,8-tetramethyl-5,6,7,8-tetrahydronaphthalen-2-yl)methoxy)phenyl)hex-4-enoate), [OH-].[Na+] (sodium hydroxide). Run in O (water), CCO (EtOH). Run at time 8 hour. The product is CC(=C[C@@H](CC(=O)O)C1=CC=C(C=C1)OCC1=CC=2C(CCC(C2C=C1)(C)C)(C)C)C ((R)-5-Methyl-3-(4-((5,5,8,8-tetramethyl-5,6,7,8-tetrahydronaphthalen-2-yl)methoxy)phenyl)hex-4-enoic acid). RXN SMILES: [CH3:1][C:2]([CH3:32])=[CH:3][C@H:4]([C:10]1[CH:15]=[CH:14][C:13]([O:16][CH2:17][C:18]2[CH:27]=[CH:26][C:25]3[C:24]([CH3:29])([CH3:28])[CH2:23][CH2:22][C:21]([CH3:31])([CH3:30])[C:20]=3[CH:19]=2)=[CH:12][CH:11]=1)[CH2:5][C:6]([O:8]C)=[O:7].[OH-].[Na+]>O.CCO>[CH3:1][C:2]([CH3:32])=[CH:3][C@H:4]([C:10]1[CH:15]=[CH:14][C:13]([O:16][CH2:17][C:18]2[CH:27]=[CH:26][C:25]3[C:24]([CH3:29])([CH3:28])[CH2:23][CH2:22][C:21]([CH3:31])([CH3:30])[C:20]=3[CH:19]=2)=[CH:12][CH:11]=1)[CH2:5][C:6]([OH:8])=[O:7] |f:1.2|. Reported procedure: A mixture of compound 33.2 (0.15 mmol) and sodium hydroxide (0.8 mmol) in water (1 mL) and EtOH (3 mL) is stirred at room temperature overnight. EtOH is removed under reduced pressure, and the remaining solution acidified with 1N HCl to pH 3-5 and then diluted with EtOAc (70 mL), washed with saturated brine, dried over anhydrous Na2SO4, concentrated under reduced pressure, and purified by column chromatography (silica gel; 1:9 MeOH/DCM) to yield compound 33. Reactants: COCC(COC)N(C)CC1=CC=C(C=C1)[N+](=O)[O-] (N-(1,3-dimethoxypropan-2-yl)-N-methyl-4-nitrobenzylamine), reduced iron. Run in C(C)(=O)O (acetic acid). Reaction conditions: time 8 hour. Yields the product COCC(COC)N(C)CC1=CC=C(N)C=C1 (4-((N-(1,3-dimethoxypropan-2-yl)-N-methylamino)methyl)aniline). The yield is 87.2%. As a reaction SMILES: [CH3:1][O:2][CH2:3][CH:4]([N:8]([CH2:10][C:11]1[CH:16]=[CH:15][C:14]([N+:17]([O-])=O)=[CH:13][CH:12]=1)[CH3:9])[CH2:5][O:6][CH3:7]>C(O)(=O)C>[CH3:7][O:6][CH2:5][CH:4]([N:8]([CH2:10][C:11]1[CH:12]=[CH:13][C:14]([NH2:17])=[CH:15][CH:16]=1)[CH3:9])[CH2:3][O:2][CH3:1]. Procedure: In acetic acid (100 ml) was dissolved N-(1,3-dimethoxypropan-2-yl)-N-methyl-4-nitrobenzylamine (3.1 g), and to the mixture was added reduced iron (3.2 g) little by little. The mixture was stirred at room temperature overnight, and the solvent was evaporated. To the residue was added ethyl acetate, and precipitates were filtered off. The filtrate was washed with sodium hydroxide solution, water and saturated brine, and dried with anhydrous magnesium sulfate. Under reduced pressure, the solvent wa... Reactants: C(C)OC(=O)[C@H](CCC1=CC=CC=C1)N[C@@H](C)C(=O)N1[C@@H](SC(=N1)N1CCOCC1)C(=O)O (3-[N-(1-(S)-ethoxycarbonyl-3-phenylpropyl)-L-alanyl]-2,3-dihydro-5-(morpholin-4-yl)-1,3,4-thiadiazole-2-(S)-carboxylic acid), C(\C=C/C(=O)O)(=O)O (maleic acid). Solvent: C(C)O (ethanol). The product is C(\C=C/C(=O)O)(=O)O.C(C)OC(=O)[C@H](CCC1=CC=CC=C1)N[C@@H](C)C(=O)N1[C@@H](SC(=N1)N1CCOCC1)C(=O)O (3-[N-(1-(S)-Ethoxycarbonyl-3-phenylpropyl)-L-alanyl]-2,3-dihydro-5-(morpholin-4-yl)-1,3,4-thiadiazole-2-(S)-carboxylic acid maleic acid salt). Yield: 55.0%. Reaction SMILES: [CH2:1]([O:3][C:4]([C@@H:6]([NH:15][C@H:16]([C:18]([N:20]1[N:24]=[C:23]([N:25]2[CH2:30][CH2:29][O:28][CH2:27][CH2:26]2)[S:22][C@H:21]1[C:31]([OH:33])=[O:32])=[O:19])[CH3:17])[CH2:7][CH2:8][C:9]1[CH:14]=[CH:13][CH:12]=[CH:11][CH:10]=1)=[O:5])[CH3:2].[C:34]([OH:41])(=[O:40])/[CH:35]=[CH:36]\[C:37]([OH:39])=[O:38]>C(O)C>[C:34]([OH:41])(=[O:40])/[CH:35]=[CH:36]\[C:37]([OH:39])=[O:38].[CH2:1]([O:3][C:4]([C@@H:6]([NH:15][C@H:16]([C:18]([N:20]1[N:24]=[C:23]([N:25]2[CH2:30][CH2:29][O:28][CH2:27][CH2:26]2)[S:22][C@H:21]1[C:31]([OH:33])=[O:32])=[O:19])[CH3:17])[CH2:7][CH2:8][C:9]1[CH:10]=[CH:11][CH:12]=[CH:13][CH:14]=1)=[O:5])[CH3:2] |f:3.4|. Procedure: A solution of 3-[N-(1-(S)-ethoxycarbonyl-3-phenylpropyl)-L-alanyl]-2,3-dihydro-5-(morpholin-4-yl)-1,3,4-thiadiazole-2-(S)-carboxylic acid (0.47 g) (prepared from the appropriate starting materials by the process of Example 4) in ethanol (25 ml) was treated with maleic acid (0.11 g). The solvent was removed by evaporation. Trituration of the residue with acetonitrile gave the title product as a white solid (0.31 g). mp 174°-175°. Starting materials: FC1=CC=C(CN)C=C1 (4-fluorobenzylamine), COC(C1=CC=C(C=C1)C=1N=C(C2=C(N1)SC(=C2)CC)Cl)=O (4-(4-chloro-6-ethyl-thieno-[2,3-d]-pyrimidin-2-yl)-benzoic acid methylester). The product is COC(C1=CC=C(C=C1)C=1N=C(C2=C(N1)SC(=C2)CC)NCC2=CC=C(C=C2)F)=O (4-[4-(4-fluorobenzylamino)-6-ethyl-thieno-[2,3-d]-pyrimidin-2-yl]-benzoic acid methylester). RXN SMILES: [F:1][C:2]1[CH:9]=[CH:8][C:5]([CH2:6][NH2:7])=[CH:4][CH:3]=1.[CH3:10][O:11][C:12](=[O:31])[C:13]1[CH:18]=[CH:17][C:16]([C:19]2[N:20]=[C:21](Cl)[C:22]3[CH:27]=[C:26]([CH2:28][CH3:29])[S:25][C:23]=3[N:24]=2)=[CH:15][CH:14]=1>>[CH3:10][O:11][C:12](=[O:31])[C:13]1[CH:14]=[CH:15][C:16]([C:19]2[N:20]=[C:21]([NH:7][CH2:6][C:5]3[CH:8]=[CH:9][C:2]([F:1])=[CH:3][CH:4]=3)[C:22]3[CH:27]=[C:26]([CH2:28][CH3:29])[S:25][C:23]=3[N:24]=2)=[CH:17][CH:18]=1. Procedure: The reaction procedure as above wherein 4-fluorobenzylamine is reacted with 4-(4-chloro-6-ethyl-thieno-[2,3-d]-pyrimidin-2-yl)-benzoic acid methylester yields 4-[4-(4-fluorobenzylamino)-6-ethyl-thieno-[2,3-d]-pyrimidin-2-yl]-benzoic acid methylester. Reactants: NCCCN1CCC(CC1)C=1C=C(C=CC1)NC(C(C)C)=O (N-{3-[1-(3-aminopropyl)-4-piperidinyl]phenyl}-2-methylpropanamide), FC1=CC=C(C=C1)CC(=O)Cl ((4-fluorophenyl)acetyl chloride). The solvent is C1CCOC1 (THF). Yields the product FC1=CC=C(C=C1)CC(=O)NCCCN1CCC(CC1)C=1C=C(C=CC1)NC(C(C)C)=O (N-{3-[1-(3-{[(4-FLUOROPHENYL)ACETYL]AMINO}PROPYL)-4-PIPERIDINYL]PHENYL}-2-METHYLPROPANAMIDE). Reaction SMILES: [NH2:1][CH2:2][CH2:3][CH2:4][N:5]1[CH2:10][CH2:9][CH:8]([C:11]2[CH:12]=[C:13]([NH:17][C:18](=[O:22])[CH:19]([CH3:21])[CH3:20])[CH:14]=[CH:15][CH:16]=2)[CH2:7][CH2:6]1.[F:23][C:24]1[CH:29]=[CH:28][C:27]([CH2:30][C:31](Cl)=[O:32])=[CH:26][CH:25]=1>C1COCC1>[F:23][C:24]1[CH:29]=[CH:28][C:27]([CH2:30][C:31]([NH:1][CH2:2][CH2:3][CH2:4][N:5]2[CH2:10][CH2:9][CH:8]([C:11]3[CH:12]=[C:13]([NH:17][C:18](=[O:22])[CH:19]([CH3:20])[CH3:21])[CH:14]=[CH:15][CH:16]=3)[CH2:7][CH2:6]2)=[O:32])=[CH:26][CH:25]=1. Procedure: Prepared by Procedure Q1 (THF) and Scheme AT using N-{3-[1-(3-aminopropyl)-4-piperidinyl]phenyl}-2-methylpropanamide and (4-fluorophenyl)acetyl chloride: ESMS m/e: 440.3 (M+H)+. The reactants are C(#N)C=1C(=NC(=C(C1C1=CC=CC=C1)C#N)NC[C@H](CO)O)SCC=1C=C(C=CC1)C(=O)O (3-{[(3,5-dicyano-6-{[(2R)-2,3-dihydroxypropyl]amino}-4-phenylpyridin-2-yl)sulfanyl]methyl}benzenecarboxylic acid), [Cl-].[NH4+] (ammonium chloride), C(C)(C)N(C(C)C)CC (N,N-diisopropylethylamine), C(CCl)Cl (EDC), C=1C=CC2=C(C1)N=NN2O (HOBT). Solvent: CN(C)C=O (DMF), O1CCCC1 (tetrahydrofuran), O (Water). Run at time 10 minute. Product: C(#N)C=1C(=NC(=C(C1C1=CC=CC=C1)C#N)NC[C@H](CO)O)SCC=1C=C(C=CC1)C(=O)N (3-{[(3,5-Dicyano-6-{[(2R)-2,3-dihydroxypropyl]amino}-4-phenylpyridin-2-yl)sulfanyl]methyl}-benzenecarboxamide). RXN SMILES: [C:1]([C:3]1[C:4]([S:23][CH2:24][C:25]2[CH:26]=[C:27]([C:31](O)=[O:32])[CH:28]=[CH:29][CH:30]=2)=[N:5][C:6]([NH:17][CH2:18][C@@H:19]([OH:22])[CH2:20][OH:21])=[C:7]([C:15]#[N:16])[C:8]=1[C:9]1[CH:14]=[CH:13][CH:12]=[CH:11][CH:10]=1)#[N:2].C(Cl)CCl.C1C=CC2N(O)N=[N:44]C=2C=1.[Cl-].[NH4+].C(N(CC)C(C)C)(C)C>CN(C=O)C.O1CCCC1.O>[C:1]([C:3]1[C:4]([S:23][CH2:24][C:25]2[CH:26]=[C:27]([C:31]([NH2:44])=[O:32])[CH:28]=[CH:29][CH:30]=2)=[N:5][C:6]([NH:17][CH2:18][C@@H:19]([OH:22])[CH2:20][OH:21])=[C:7]([C:15]#[N:16])[C:8]=1[C:9]1[CH:14]=[CH:13][CH:12]=[CH:11][CH:10]=1)#[N:2] |f:3.4|. Procedure: 68 mg (0.15 mmol) of 3-{[(3,5-dicyano-6-{[(2R)-2,3-dihydroxypropyl]amino}-4-phenylpyridin-2-yl)sulfanyl]methyl}benzenecarboxylic acid Example 23 were dissolved in 3.4 ml of DMF. After addition of 42.5 mg (0.22 mmol) of EDC and 29.9 mg (0.22 mmol) of HOBT, the mixture was stirred at RT for 10 min. 39.5 mg (0.74 mmol) of ammonium chloride and 133.6 mg (1.03 mmol) of N,N-diisopropylethylamine were added, and the reaction mixture was stirred at RT overnight. Water and tetrahydrofuran were added to t...